describe an organic reaction: reactants, conditions, products, and yield From a dataset of the Open Reaction Database (ORD), a public repository of structured organic reaction records. Reactants: FC(CCCCCCCCCCCCCCCNC1=CC=C(C(=O)CCC(=O)OC)C=C1)(F)F (methyl 3-{4-[15-(trifluoromethyl)pentadecylamino]benzoyl}propionate), C(C)O (ethanol), Cl (hydrochloric acid), [OH-].[K+] (potassium hydroxide), C(C)O (ethanol). Solvent: O (water). The product is FC(CCCCCCCCCCCCCCCNC1=CC=C(C(=O)CCC(=O)O)C=C1)(F)F (3-{4-[15-(trifluoromethyl)pentadecylamino]benzoyl}propionic acid). As a reaction SMILES: [F:1][C:2]([F:34])([F:33])[CH2:3][CH2:4][CH2:5][CH2:6][CH2:7][CH2:8][CH2:9][CH2:10][CH2:11][CH2:12][CH2:13][CH2:14][CH2:15][CH2:16][CH2:17][NH:18][C:19]1[CH:32]=[CH:31][C:22]([C:23]([CH2:25][CH2:26][C:27]([O:29]C)=[O:28])=[O:24])=[CH:21][CH:20]=1.[OH-].[K+].C(O)C.Cl>O>[F:1][C:2]([F:33])([F:34])[CH2:3][CH2:4][CH2:5][CH2:6][CH2:7][CH2:8][CH2:9][CH2:10][CH2:11][CH2:12][CH2:13][CH2:14][CH2:15][CH2:16][CH2:17][NH:18][C:19]1[CH:32]=[CH:31][C:22]([C:23]([CH2:25][CH2:26][C:27]([OH:29])=[O:28])=[O:24])=[CH:21][CH:20]=1 |f:1.2|. Reported procedure: A solution of 5.4 g. of methyl 3-{4-[15-(trifluoromethyl)pentadecylamino]benzoyl}propionate is stirred with 5.4 g. of potassium hydroxide in 100 ml. of 95% ethanol for 3 hours at reflux. The reaction mixture is cooled, diluted with 50 ml. of ethanol and 100 ml. of water, and neutralized with hydrochloric acid. The solution is cooled to room temperature and filtered. The white solid is washed with 50% aqueous ethanol and dried. The product is recrystallized from ethanol to yield 3-{4-[15-(trifluo... The reactants are polyphosphoric acid, BrC=1C=CC(=NC1)NNC(C(F)(F)F)=O (N′-(5-bromopyridin-2-yl)-2,2,2-trifluoroacetohydrazide), C([O-])(O)=O.[Na+] (sodium bicarbonate). The solvent is O (water). Reaction conditions: temperature 120 celsius, time 20 hour. Yields the product BrC=1C=CC=2N(C1)C(=NN2)C(F)(F)F (6-bromo-3-(trifluoromethyl)-[1,2,4]triazolo[4,3-a]pyridine). Yield: 78.1%. RXN SMILES: [Br:1][C:2]1[CH:3]=[CH:4][C:5]([NH:8][NH:9][C:10](=O)[C:11]([F:14])([F:13])[F:12])=[N:6][CH:7]=1.C(=O)(O)[O-].[Na+]>O>[Br:1][C:2]1[CH:3]=[CH:4][C:5]2[N:6]([C:10]([C:11]([F:14])([F:13])[F:12])=[N:9][N:8]=2)[CH:7]=1 |f:1.2|. Procedure details: A mixture of polyphosphoric acid (20 mL, 175 mmol) and N′-(5-bromopyridin-2-yl)-2,2,2-trifluoroacetohydrazide (1.9 g, 6.69 mmol) was stirred at 120° C. for 20 hours and then poured in to water. The mixture was then basified with saturated aqueous sodium bicarbonate solution and extracted with dichloromethane (3×250 mL). The organic phases were combined and washed with brine (1×100 mL), dried with MgSO4 and evaporated to give an involatile residue. The residue was purified by flash chromatography...